Dataset: the Open Reaction Database (ORD), a public repository of structured organic reaction records. Task: describe an organic reaction: reactants, conditions, products, and yield Reactants: NC1=CC=C(C=C1)C1=C2C(=NNC2=C(C=C1)CN1CCOCC1)N (4-(4-aminophenyl)-7-(4-morpholinylmethyl)-1H-indazol-3-amine), FC1=CC(=CC=C1)N=C=O (1-fluoro-3-isocyanatobenzene). The solvent is ClCCl (dichloromethane). Conditions: time 8 hour. Product: NC1=NNC2=C(C=CC(=C12)C1=CC=C(C=C1)NC(=O)NC1=CC(=CC=C1)F)CN1CCOCC1 (N-{4-[3-amino-7-(4-morpholinylmethyl)-1H-indazol-4-yl]phenyl}-N′-(3-fluorophenyl)urea). As a reaction SMILES: [NH2:1][C:2]1[CH:7]=[CH:6][C:5]([C:8]2[CH:16]=[CH:15][C:14]([CH2:17][N:18]3[CH2:23][CH2:22][O:21][CH2:20][CH2:19]3)=[C:13]3[C:9]=2[C:10]([NH2:24])=[N:11][NH:12]3)=[CH:4][CH:3]=1.[F:25][C:26]1[CH:31]=[CH:30][CH:29]=[C:28]([N:32]=[C:33]=[O:34])[CH:27]=1>ClCCl>[NH2:24][C:10]1[C:9]2[C:13](=[C:14]([CH2:17][N:18]3[CH2:19][CH2:20][O:21][CH2:22][CH2:23]3)[CH:15]=[CH:16][C:8]=2[C:5]2[CH:6]=[CH:7][C:2]([NH:1][C:33]([NH:32][C:28]3[CH:29]=[CH:30][CH:31]=[C:26]([F:25])[CH:27]=3)=[O:34])=[CH:3][CH:4]=2)[NH:12][N:11]=1. Procedure details: A solution of Example 15G (50 mg, 0.155 mmol) in dichloromethane was cooled to 0° C., treated with 1-fluoro-3-isocyanatobenzene (0.021 mL), stirred at room temperature overnight, and concentrated. The concentrate was purified by preparative HPLC on a Waters Symmetry C8 column (25 mm×100 mm, 7 μm particle size) using a gradient of 10% to 100% acetonitrile/0.1% aqueous TFA over 8 minutes (10 minute run time) at a flow rate of 40 mL/min to provide 24 mg of the desired product as the trifluoroacetat... Starting materials: [N+](=O)([O-])C=1C=C(CN)C=CC1 (3-nitrobenzylamine), ClC=1C2=C(N=C(N1)C1=CC=NC=C1)SC(=C2)C(F)(F)F (4-chloro-2-(pyridin-4-yl)-6-trifluoromethyl-thieno-[2,3-d]-pyrimidine). The product is N1=CC=C(C=C1)C=1N=C(C2=C(N1)SC(=C2)C(F)(F)F)NCC2=CC(=CC=C2)[N+](=O)[O-] (2-(pyridin-4-yl)-4-(3-nitrobenzylamino)-6-trifluoromethyl-thieno-[2,3-d]-pyrimidine). RXN SMILES: [N+:1]([C:4]1[CH:5]=[C:6]([CH:9]=[CH:10][CH:11]=1)[CH2:7][NH2:8])([O-:3])=[O:2].Cl[C:13]1[C:14]2[CH:27]=[C:26]([C:28]([F:31])([F:30])[F:29])[S:25][C:15]=2[N:16]=[C:17]([C:19]2[CH:24]=[CH:23][N:22]=[CH:21][CH:20]=2)[N:18]=1>>[N:22]1[CH:23]=[CH:24][C:19]([C:17]2[N:18]=[C:13]([NH:8][CH2:7][C:6]3[CH:9]=[CH:10][CH:11]=[C:4]([N+:1]([O-:3])=[O:2])[CH:5]=3)[C:14]3[CH:27]=[C:26]([C:28]([F:30])([F:29])[F:31])[S:25][C:15]=3[N:16]=2)=[CH:20][CH:21]=1. Reported procedure: With the procedure of Example 1, the reaction of 3-nitrobenzylamine with 4-chloro-2-(pyridin-4-yl)-6-trifluoromethyl-thieno-[2,3-d]-pyrimidine yields 2-(pyridin-4-yl)-4-(3-nitrobenzylamino)-6-trifluoromethyl-thieno-[2,3-d]-pyrimidine. Reactants: ClC(=O)OC1=CC=C(C=C1)[N+](=O)[O-] (4-nitrophenyl chloroformate), CNC(=O)C1=NOC(=C1)CO (3-methylcarbamoyl-isoxazol-5-ylmethanol), N1=CC=CC=C1 (pyridine), N,N-dimethylaminopyridine. Run in ClCCl (dichloromethane). Conditions: temperature 0 celsius, time 1 hour. Product: C(OCC1=CC(=NO1)C(NC)=O)(OC1=CC=C(C=C1)[N+](=O)[O-])=O (3-methylcarbamoyl-isoxazol-5-ylmethyl 4-nitrophenyl carbonate). Isolated yield 63.2%. RXN SMILES: Cl[C:2]([O:4][C:5]1[CH:10]=[CH:9][C:8]([N+:11]([O-:13])=[O:12])=[CH:7][CH:6]=1)=[O:3].[CH3:14][NH:15][C:16]([C:18]1[CH:22]=[C:21]([CH2:23][OH:24])[O:20][N:19]=1)=[O:17].N1C=CC=CC=1>ClCCl>[C:2](=[O:3])([O:4][C:5]1[CH:6]=[CH:7][C:8]([N+:11]([O-:13])=[O:12])=[CH:9][CH:10]=1)[O:24][CH2:23][C:21]1[O:20][N:19]=[C:18]([C:16](=[O:17])[NH:15][CH3:14])[CH:22]=1. Procedure: 2.58 g (12.81 mmoles) of 4-nitrophenyl chloroformate are added in small portions to a solution of 2.00 g (12.81 mmoles) of 3-methylcarbamoyl-isoxazol-5-ylmethanol (commercial), 1.52 g (19.21 mmoles) of pyridine and 0.157 g (1.28 moles) of N,N-dimethylaminopyridine in 15 ml of dichloromethane, cooled to about 0° C. The medium is maintained with stirring for 1 hr at 0° C. then for 1 hr at ambient temperature. The precipitate formed is filtered off, then copiously rinsed with diisopropyl ether. Aft... Reaction SMILES: [CH3:1][O:2][C:3]([CH:4]([N:5]([n:6]1[cH:7][n:8][cH:9][cH:10]1)[C:11](=[O:12])[O:13][CH2:14][c:15]1[cH:16][cH:17][cH:18][cH:19][cH:20]1)[CH3:21])=[O:22].[Cl-:26].[ClH:25].[Li+:24].[Li+:27].[O:28]1[CH2:29][CH2:30][O:31][CH2:32][CH2:33]1.[OH-:23]>>[O:2]=[C:3]([CH:4]([N:5]([n:6]1[cH:7][n:8][cH:9][cH:10]1)[C:11](=[O:12])[O:13][CH2:14][c:15]1[cH:16][cH:17][cH:18][cH:19][cH:20]1)[CH3:21])[OH:22]. Product: CC(C(=O)O)N(C(=O)OCc1ccccc1)n1ccnc1. The reactants are COC(=O)C(C)N(C(=O)OCc1ccccc1)n1ccnc1, [Cl-], Cl, [Li+], [Li+], C1COCCO1, [OH-]. The reactants are COC=1C(=NC=CC1)OCC(CO)O (3-(3-methoxy-2-pyridyloxy)-1,2-propanediol). Reagents/catalysts: FC(C(=O)O)(F)F (trifluoroacetic acid). Run in C(C)(OCC)(OCC)OCC (triethyl orthoacetate). Run at time 3 hour. Yields the product C(C)OC1(OC(CO1)COC1=NC=CC=C1OC)C (2-ethoxy-5-(3-methoxy-2-pyridyloxymethyl)-2-methyl-1,3-dioxolane). RXN SMILES: [CH3:1][O:2][C:3]1[C:4]([O:9][CH2:10][CH:11]([OH:14])[CH2:12][OH:13])=[N:5][CH:6]=[CH:7][CH:8]=1>FC(F)(F)C(O)=O.C(OCC)(OCC)(OCC)C>[CH2:4]([O:9][C:10]1([CH3:11])[O:13][CH2:12][CH:11]([CH2:10][O:9][C:4]2[C:3]([O:2][CH3:1])=[CH:8][CH:7]=[CH:6][N:5]=2)[O:14]1)[CH3:3]. Procedure details: 2 drops of trifluoroacetic acid are added to a solution of 62 g of 3-(3-methoxy-2-pyridyloxy)-1,2-propanediol in 350 ml of triethyl orthoacetate and the mixture is left to stand for 3 hours at 20°-30°. On evaporation, crude 2-ethoxy-5-(3-methoxy-2-pyridyloxymethyl)-2-methyl-1,3-dioxolane is obtained in the form of an oil, which is used without purification. Starting materials: NC1CCC(CC1)NC(OC(C)(C)C)=O (tert-butyl N-(4-aminocyclohexyl)carbamate), [N+](=O)([O-])C=1C=C(C=O)C=CC1 (3-nitrobenzaldehyde), [BH-](OC(=O)C)(OC(=O)C)OC(=O)C.[Na+] (NaBH(OAc)3). Solvent: CO (MeOH). Reaction conditions: temperature 30 celsius, time 8 hour. The product is [N+](=O)([O-])C=1C=C(CNC2CCC(CC2)NC(OC(C)(C)C)=O)C=CC1 (tert-butyl N-(4-[(3-nitrobenzyl)amino]cyclohexyl)carbamate). Yield: 80.7%. As a reaction SMILES: [NH2:1][CH:2]1[CH2:7][CH2:6][CH:5]([NH:8][C:9](=[O:15])[O:10][C:11]([CH3:14])([CH3:13])[CH3:12])[CH2:4][CH2:3]1.[N+:16]([C:19]1[CH:20]=[C:21]([CH:24]=[CH:25][CH:26]=1)[CH:22]=O)([O-:18])=[O:17].[BH-](OC(C)=O)(OC(C)=O)OC(C)=O.[Na+]>CO>[N+:16]([C:19]1[CH:20]=[C:21]([CH:24]=[CH:25][CH:26]=1)[CH2:22][NH:1][CH:2]1[CH2:7][CH2:6][CH:5]([NH:8][C:9](=[O:15])[O:10][C:11]([CH3:12])([CH3:14])[CH3:13])[CH2:4][CH2:3]1)([O-:18])=[O:17] |f:2.3|. Reported procedure: To a solution of tert-butyl N-(4-aminocyclohexyl)carbamate (25 g, 117 mmol, 1.0 eq) and 3-nitrobenzaldehyde (18 g, 117 mmol, 1.0 eq) in MeOH (500 mL) was added NaBH(OAc)3 (50 g, 234 mmol, 2.0 eq) by portions. Then the resulting mixture was stirred overnight at 30° C. LC-MS indicated complete conversion. The solvent was removed under vacuum and the residue was purified by column chromatography (DCM:MeOH=15:1) to provide tert-butyl N-(4-[(3-nitrobenzyl)amino]cyclohexyl)carbamate (33 g, 83%) as a y... Starting materials: CCO, [Na+], [OH-], CCCCCC(O)CCC1C(CCCCCCC(=O)OCC)CC(O)C1O. Product: CCCCCC(O)CCC1C(CCCCCCC(=O)O)CC(O)C1O. Reaction SMILES: [CH3:30][CH2:31][OH:32].[Na+:29].[OH-:28].[OH:1][CH:2]1[CH:3]([CH2:19][CH2:20][CH:21]([CH2:22][CH2:23][CH2:24][CH2:25][CH3:26])[OH:27])[CH:4]([CH2:8][CH2:9][CH2:10][CH2:11][CH2:12][CH2:13][C:14](=[O:15])[O:16][CH2:17][CH3:18])[CH2:5][CH:6]1[OH:7]>>[OH:1][CH:2]1[CH:3]([CH2:19][CH2:20][CH:21]([CH2:22][CH2:23][CH2:24][CH2:25][CH3:26])[OH:27])[CH:4]([CH2:8][CH2:9][CH2:10][CH2:11][CH2:12][CH2:13][C:14](=[O:15])[OH:16])[CH2:5][CH:6]1[OH:7].